From a dataset of the Open Reaction Database (ORD), a public repository of structured organic reaction records. describe an organic reaction: reactants, conditions, products, and yield Reactants: C(C=C)(=O)OC(C)(C)C (tert-butyl acrylate), C1CCN2C1=C(C=1C=CC=CC21)C=O (2,3-dihydro-1H-3a-azacyclopenta[α]indene-8-carboxaldehyde), CN1C(=C(C2=CC=CC=C12)C)C=O (1,3-dimethyl-1H-indole-2-carboxaldehyde). Reaction SMILES: C(OC(C)(C)C)(=O)C=C.[CH2:10]1[C:14]2=[C:15]([CH:22]=O)[C:16]3[CH:17]=[CH:18][CH:19]=[CH:20][C:21]=3[N:13]2[CH2:12][CH2:11]1.[CH3:24][N:25]1C2C(=CC=CC=2)C(C)=C1C=O>>[CH3:24][NH:25][CH2:22][C:15]1[C:16]2[CH:17]=[CH:18][CH:19]=[CH:20][C:21]=2[N:13]2[CH2:12][CH2:11][CH2:10][C:14]=12. The product is CNCC1=C2N(C=3C=CC=CC13)CCC2 (2,3-Dihydro-8-(methylaminomethyl)-1H-3a-azacyclopenta[α]indene). Procedure: According to the procedure of Preparation 13 (c), except substituting 2,3-dihydro-1H-3a-azacyclopenta[α]indene-8-carboxaldehyde (0.17 g, 0.92 mmole) for the 1,3-dimethyl-1H-indole-2-carboxaldehyde, the title compound (0.1 g, 54%) was prepared as a yellow oil: MS (ES) m/e 201 (M+H)+. The yield is 54.0%. The reactants are C1(CC1)C=1C=C(C=C(C1OC(F)(F)F)C1CC1)CO ([3,5-Dicyclopropyl-4-(trifluoromethoxy)phenyl]methanol), CC(=O)OI1(C=2C=CC=CC2C(=O)O1)(OC(=O)C)OC(=O)C (Dess-Martin periodinane). Run in C(Cl)Cl (DCM). Reaction conditions: time 1 hour. The product is C1(CC1)C=1C=C(C=O)C=C(C1OC(F)(F)F)C1CC1 (3,5-dicyclopropyl-4-(trifluoromethoxy)benzaldehyde). Yield: 92.2%. RXN SMILES: [CH:1]1([C:4]2[CH:5]=[C:6]([CH2:18][OH:19])[CH:7]=[C:8]([CH:15]3[CH2:17][CH2:16]3)[C:9]=2[O:10][C:11]([F:14])([F:13])[F:12])[CH2:3][CH2:2]1.CC(OI1(OC(C)=O)(OC(C)=O)OC(=O)C2C=CC=CC1=2)=O>C(Cl)Cl>[CH:1]1([C:4]2[CH:5]=[C:6]([CH:7]=[C:8]([CH:15]3[CH2:17][CH2:16]3)[C:9]=2[O:10][C:11]([F:12])([F:13])[F:14])[CH:18]=[O:19])[CH2:2][CH2:3]1. Procedure details: [3,5-Dicyclopropyl-4-(trifluoromethoxy)phenyl]methanol (190 mg, 0.698 mmol) was dissolved in DCM (6 mL) and Dess-Martin periodinane (444 mg, 1.05 mmol) was added. The mixture was stirred for 1 hour at room temperature. The mixture was evaporated in vacuo and the residue was purified by silica gel chromatography (0-10% EtOAc/hexanes) to yield the title compound as a clear oil (174 mg). Reactants: C(C1=CC=CC=C1)=O (benzaldehyde), CSC (dimethylsulphide), ClC=1C=C(C=CC1)C=[N+]=[N-] (3-chlorophenyldiazomethane). Reagents/catalysts: C(C)(=O)[O-].[Rh+2].C(C)(=O)[O-] (rhodium (II) acetate). Run in ClCCl (dichloromethane). Product: ClC=1C=C(C=CC1)C1OC1C1=CC=CC=C1 (2-(3-Chlorophenyl)-3-phenyl oxirane). The yield is 53.0%. As a reaction SMILES: [CH:1](=[O:8])[C:2]1[CH:7]=[CH:6][CH:5]=[CH:4][CH:3]=1.CSC.[Cl:12][C:13]1[CH:14]=[C:15]([CH:19]=[N+]=[N-])[CH:16]=[CH:17][CH:18]=1>C([O-])(=O)C.[Rh+2].C([O-])(=O)C.ClCCl>[Cl:12][C:13]1[CH:14]=[C:15]([CH:19]2[CH:1]([C:2]3[CH:7]=[CH:6][CH:5]=[CH:4][CH:3]=3)[O:8]2)[CH:16]=[CH:17][CH:18]=1 |f:3.4.5|. Procedure details: To a slurry of rhodium (II) acetate (0.001 g) and dichloromethane (4 ml) were added benzaldehyde (0.025 ml) and dimethylsulphide (0.009 ml). The solution of 3-chlorophenyldiazomethane (produced above) was added to this mixture over 24 hours. The solvent was removed in vacuo and the residue chromatographed on silica (Merck grade 60, 230-400 mesh) eluting with dichloromethane:hexane 2:3 to give the title compound as a colourless oil (0.0305 g, 53% yield) δH (CDCl3): 7.55(8H); 7.45(1H), 4.0(2H)ppm. Starting materials: N1=C2C(=NS1)C(=CC=C2)S(=O)(=O)NC2=C(C(=O)O)C=CC(=C2)Cl (2-(Benzo[1,2,5]thiadiazole-4-sulfonylamino)-4-chlorobenzoic acid), ClC1=CC=C(C=C1)C(CN)C1=CC=C(C=C1)Cl (2,2-bis-(4-chloro-phenyl)-ethylamine). Yields the product N1=C2C(=NS1)C(=CC=C2)S(=O)(=O)NC2=C(C(=O)NCC(C1=CC=C(C=C1)Cl)C1=CC=C(C=C1)Cl)C=CC(=C2)Cl (2-(Benzo[1,2,5]thiadiazole-4-sulfonylamino)-N-[2,2-bis-(4-chloro-Phenyl)-ethyl]-4-chloro-benzamide). RXN SMILES: [N:1]1[S:5][N:4]=[C:3]2[C:6]([S:10]([NH:13][C:14]3[CH:22]=[C:21]([Cl:23])[CH:20]=[CH:19][C:15]=3[C:16]([OH:18])=O)(=[O:12])=[O:11])=[CH:7][CH:8]=[CH:9][C:2]=12.[Cl:24][C:25]1[CH:30]=[CH:29][C:28]([CH:31]([C:34]2[CH:39]=[CH:38][C:37]([Cl:40])=[CH:36][CH:35]=2)[CH2:32][NH2:33])=[CH:27][CH:26]=1>>[N:1]1[S:5][N:4]=[C:3]2[C:6]([S:10]([NH:13][C:14]3[CH:22]=[C:21]([Cl:23])[CH:20]=[CH:19][C:15]=3[C:16]([NH:33][CH2:32][CH:31]([C:28]3[CH:29]=[CH:30][C:25]([Cl:24])=[CH:26][CH:27]=3)[C:34]3[CH:35]=[CH:36][C:37]([Cl:40])=[CH:38][CH:39]=3)=[O:18])(=[O:11])=[O:12])=[CH:7][CH:8]=[CH:9][C:2]=12. Procedure details: 2-(Benzo[1,2,5]thiadiazole-4-sulfonylamino)-4-chlorobenzoic acid was coupled with 2,2-bis-(4-chloro-phenyl)-ethylamine as in EXAMPLE 1, Part C. HPLC: RT=11.40 min. MS (ESI−): mass calcd. for C27H19Cl3N4O3S2, 616.00; m/z found, 615/617 [M−H]−. 1H NMR (400 MHz, CDCl3): 11.49 (s, 1H), 8.36 (dd, J=7.1, 1.0, 1H), 8.23 (dd, J=8.8, 1.0, 1H), 7.72 (dd, J=8.8, 7.0, 1H), 7.68 (d, J=1.8, 1H), 7.34-7.30 (m, 4H), 7.18-7.13 (m, 4H), 6.89 (d, J=8.4, 1H), 6.86 (dd, J=8.4, 1.8, 1H), 5.87 (br t, J=5.6, 1H), 4.24 ... Starting materials: resultant suspension, CC1=NC=CC(=N1)N1CCC(CC1)C=O (1-(2-methylpyrimidin-4-yl)-4-(formyl)piperidine), C(C)(C)(C)OC(=O)N1CCNCC1 (N-t-butoxycarbonyl piperazine), C(#N)[BH3-].[Na+] (sodium cyanoborohydride). Solvent: CO.C(C)(=O)O (methanol acetic acid). Product: C(C)(C)(C)OC(=O)N1CCN(CC1)CC1CCN(CC1)C1=NC(=NC=C1)C (1-(tert-butoxycarbonyl)-4-[1-(2-methylpyrimidin-4-yl)-4-piperidylmethyl]piperazine). Isolated yield 36.7%. As a reaction SMILES: [CH3:1][C:2]1[N:7]=[C:6]([N:8]2[CH2:13][CH2:12][CH:11]([CH:14]=O)[CH2:10][CH2:9]2)[CH:5]=[CH:4][N:3]=1.[C:16]([O:20][C:21]([N:23]1[CH2:28][CH2:27][NH:26][CH2:25][CH2:24]1)=[O:22])([CH3:19])([CH3:18])[CH3:17].C([BH3-])#N.[Na+]>CO.C(O)(=O)C>[C:16]([O:20][C:21]([N:23]1[CH2:28][CH2:27][N:26]([CH2:14][CH:11]2[CH2:10][CH2:9][N:8]([C:6]3[CH:5]=[CH:4][N:3]=[C:2]([CH3:1])[N:7]=3)[CH2:13][CH2:12]2)[CH2:25][CH2:24]1)=[O:22])([CH3:19])([CH3:17])[CH3:18] |f:2.3,4.5|. Procedure: To a solution of 1-(2-methylpyrimidin-4-yl)-4-(formyl)piperidine (4.25 g) and N-t-butoxycarbonyl piperazine (5.34 g) in methanol/acetic acid (99:1) (100 ml) was added sodium cyanoborohydride (5.41 g) portionwise over 30 minutes and the resultant suspension stirred at ambient temperature for 3 hours. The suspension was quenched by addition of saturated aqueous sodium bicarbonate solution and the resulting mixture extracted with ethyl acetate. The organic phase was dried (Na2SO4) and evaporated. T... Procedure details: In analogy to the procedure described for the preparation of intermediate A-11 [C], (1-{(rac)-6-[5-chloro-3-fluoro-2-(2-methyl-2H-tetrazol-5-yl)-phenyl]-2,3-dihydro-benzo[b]thiophen-3-ylcarbamoyl}-cyclopropyl)-carbamic acid tert-butyl ester (example 60) has been treated with trifluoroacetic acid (90%) to give the title compound as light yellow amorphous solid. MS: 445.1 (MH+, 1Cl). As a reaction SMILES: C(OC(=O)[NH:7][C:8]1([C:11](=[O:36])[NH:12][CH:13]2[CH2:17][S:16][C:15]3[CH:18]=[C:19]([C:22]4[CH:27]=[C:26]([Cl:28])[CH:25]=[C:24]([F:29])[C:23]=4[C:30]4[N:31]=[N:32][N:33]([CH3:35])[N:34]=4)[CH:20]=[CH:21][C:14]2=3)[CH2:10][CH2:9]1)(C)(C)C.FC(F)(F)C(O)=O>>[Cl:28][C:26]1[CH:25]=[C:24]([F:29])[C:23]([C:30]2[N:31]=[N:32][N:33]([CH3:35])[N:34]=2)=[C:22]([C:19]2[CH:20]=[CH:21][C:14]3[CH:13]([NH:12][C:11]([C:8]4([NH2:7])[CH2:10][CH2:9]4)=[O:36])[CH2:17][S:16][C:15]=3[CH:18]=2)[CH:27]=1. Product: ClC=1C=C(C(=C(C1)C=1C=CC2=C(SCC2NC(=O)C2(CC2)N)C1)C=1N=NN(N1)C)F (1-Amino-cyclopropanecarboxylic acid{(rac)-6-[5-chloro-3-fluoro-2-(2-methyl-2H-tetrazol-5-yl)-phenyl]-2,3-dihydro-benzo[b]thiophen-3-yl}-amide). Starting materials: C(C)(C)(C)OC(NC1(CC1)C(NC1C2=C(SC1)C=C(C=C2)C2=C(C(=CC(=C2)Cl)F)C=2N=NN(N2)C)=O)=O ((1-{(rac)-6-[5-Chloro-3-fluoro-2-(2-methyl-2H-tetrazol-5-yl)-phenyl]-2,3-dihydro-benzo[b]thiophen-3-ylcarbamoyl}-cyclopropyl)-carbamic acid tert-butyl ester), FC(C(=O)O)(F)F (trifluoroacetic acid).